From a dataset of the Open Reaction Database (ORD), a public repository of structured organic reaction records. describe an organic reaction: reactants, conditions, products, and yield Starting materials: C(C)(=O)CC(OC)OC (1-acetyl-2,2-dimethoxyethane), Cl.C(=O)(O)C1=CC=C(C=C1)NN (4-carboxyphenylhydrazine hydrochloride), Cl (hydrochloric acid), [OH-].[Na+] (sodium hydroxide). The solvent is N1=CC=CC=C1 (pyridine), C(C)O (ethanol), C(C)O (ethanol), O (water). Reaction conditions: temperature 80 celsius, time 18 hour. Product: CC1=NN(C=C1)C1=CC=C(C=C1)C(=O)O (3-methyl-1-(4-carboxyphenyl)pyrazole). Isolated yield 89.4%. Reaction SMILES: [C:1]([CH2:4][CH:5](OC)OC)(=O)[CH3:2].Cl.[C:11]([C:14]1[CH:19]=[CH:18][C:17]([NH:20][NH2:21])=[CH:16][CH:15]=1)([OH:13])=[O:12].Cl.[OH-].[Na+]>C(O)C.O.N1C=CC=CC=1>[CH3:5][C:4]1[CH:1]=[CH:2][N:20]([C:17]2[CH:16]=[CH:15][C:14]([C:11]([OH:13])=[O:12])=[CH:19][CH:18]=2)[N:21]=1 |f:1.2,4.5|. Procedure: 264 g of 1-acetyl-2,2-dimethoxyethane are added dropwise at room temperature to use a suspension of 465 g of 4-carboxyphenylhydrazine hydrochloride (81%) in 3400 ml of ethanol which contains 253 g of pyridine. The reaction mixture is then kept at reflux temperature for 1 hour. A solution of 73 g of hydrochloric acid in 240 ml of ethanol is then added dropwise. The mixture is stirred for a further 18 hours at 80° C., then a solution of 240 g of sodium hydroxide in 1500 ml of water is added, and t... Starting materials: CNC, CC(C)(Cn1ccc([N+](=O)[O-])n1)OCC1CO1, CC(C)O. The product is CN(C)CC(O)COC(C)(C)Cn1ccc([N+](=O)[O-])n1. RXN SMILES: [CH3:18][NH:19][CH3:20].[CH3:1][C:2]([CH2:3][n:4]1[n:5][c:6]([N+:9](=[O:10])[O-:11])[cH:7][cH:8]1)([CH3:12])[O:13][CH2:14][CH:15]1[O:16][CH2:17]1.[CH:21]([OH:22])([CH3:23])[CH3:24]>>[CH3:1][C:2]([CH2:3][n:4]1[n:5][c:6]([N+:9](=[O:10])[O-:11])[cH:7][cH:8]1)([CH3:12])[O:13][CH2:14][CH:15]([OH:16])[CH2:17][N:19]([CH3:18])[CH3:20]. Reactants: C1=NC=CC2=CC=CC=C12 (Isoquinoline), OCNC(C(F)(F)F)=O (N-(hydroxymethyl)trifluoroacetamide). Product: C1=NC=CC2=C(C=CC=C12)NC (isoquinolin-5-yl-methylamine). As a reaction SMILES: [CH:1]1[C:10]2[C:5](=[CH:6][CH:7]=[CH:8][CH:9]=2)[CH:4]=[CH:3][N:2]=1.O[CH2:12][NH:13]C(=O)C(F)(F)F>>[CH:1]1[C:10]2[C:5](=[C:6]([NH:13][CH3:12])[CH:7]=[CH:8][CH:9]=2)[CH:4]=[CH:3][N:2]=1. Procedure: Isoquinoline is reacted with N-(hydroxymethyl)trifluoroacetamide in acid followed by reduction to afford isoquinolin-5-yl-methylamine. Carbamylation using aminotetralin as described above, produces aminotetralin-derived ureas in which L=CH2 (methylene) (Scheme 7). Reactants: CC(C)C(=O)NC(CS)C(=O)NCCSC(=O)C(C)C, CC(C)C(=O)Cl. The product is CC(C)C(=O)NC(CSC(=O)C(C)C)C(=O)NCCSC(=O)C(C)C. RXN SMILES: [C:1]([CH:2]([CH3:3])[CH3:4])(=[O:5])[NH:6][CH:7]([CH2:8][SH:9])[C:10](=[O:11])[NH:12][CH2:13][CH2:14][S:15][C:16]([CH:17]([CH3:18])[CH3:19])=[O:20].[C:21]([CH:22]([CH3:23])[CH3:24])(=[O:25])[Cl:26]>>[C:1]([CH:2]([CH3:3])[CH3:4])(=[O:5])[NH:6][CH:7]([CH2:8][S:9][C:21]([CH:22]([CH3:23])[CH3:24])=[O:25])[C:10](=[O:11])[NH:12][CH2:13][CH2:14][S:15][C:16]([CH:17]([CH3:18])[CH3:19])=[O:20]. Reactants: NC1=NC=C(N=C1)C1=C(C=C(C=C1)C=1C(=CC=CC1)C(=O)O)F (4′-(2-aminopyrazin-5-yl)-3′-fluoro-[1,1′-biphenyl]-2-carboxylic acid), N1(CCNCC1)C(C)=O (1-(piperazin-1-yl)ethanone). Product: C(C)(=O)N1CCN(CC1)C(=O)C1=C(C=CC=C1)C1=CC(=C(C=C1)C=1N=CC(=NC1)N)F (5-{2′-[(4-Acetylpiperazin-1-yl)carbonyl]-3-fluorobiphenyl-4-yl}pyrazin-2-amine). As a reaction SMILES: [NH2:1][C:2]1[CH:7]=[N:6][C:5]([C:8]2[CH:13]=[CH:12][C:11]([C:14]3[C:15]([C:20](O)=[O:21])=[CH:16][CH:17]=[CH:18][CH:19]=3)=[CH:10][C:9]=2[F:23])=[CH:4][N:3]=1.[N:24]1([C:30](=[O:32])[CH3:31])[CH2:29][CH2:28][NH:27][CH2:26][CH2:25]1>>[C:30]([N:24]1[CH2:29][CH2:28][N:27]([C:20]([C:15]2[CH:16]=[CH:17][CH:18]=[CH:19][C:14]=2[C:11]2[CH:12]=[CH:13][C:8]([C:5]3[N:6]=[CH:7][C:2]([NH2:1])=[N:3][CH:4]=3)=[C:9]([F:23])[CH:10]=2)=[O:21])[CH2:26][CH2:25]1)(=[O:32])[CH3:31]. Procedure: The title compound was prepared using methods analogous to those described in Step C of Example 504 using 4′-(2-aminopyrazin-5-yl)-3′-fluoro-[1,1′-biphenyl]-2-carboxylic acid for and 1-(piperazin-1-yl)ethanone. MS (ESI): mass calcd. for C23H22FN5O2, 419.18; m/z found, 420.1 [M+H]+. 1H NMR (400 MHz, CDCl3) δ 8.65-8.56 (m, 1H), 8.11 (d, J=1.5, 1H), 8.02 (dd, J=10.4, 5.8, 1H), 7.55-7.41 (m, 4H), 7.42-7.32 (m, 1H), 7.34-7.28 (m, 1H), 4.71 (s, 2H), 3.65 (s, 2H), 3.51-2.93 (m, 4H), 2.79 (s, 2H), 1.99 ... Reactants: FC1[NH+](CCN1C)C (2-fluoro-1,3-dimethylimidazolinium), four, FC1(N(CCN1C)C)F (2,2-difluoro-1,3-dimethylimidazolidine), [Br-].[Na+] (sodium bromide), [Br-] (bromide). The solvent is C(C)#N (acetonitrile). Product: [Br-].FC1[NH+](CCN1C)C (2-fluoro-1,3-dimethylimidazolinium bromide). As a reaction SMILES: [F:1][C:2]1(F)[N:6]([CH3:7])[CH2:5][CH2:4][N:3]1[CH3:8].[Br-:10].[Na+].FC1N(C)CC[NH+]1C.[Br-]>C(#N)C>[Br-:10].[F:1][CH:2]1[N:6]([CH3:7])[CH2:5][CH2:4][NH+:3]1[CH3:8] |f:1.2,6.7|. Procedure details: To a 300 ml four necked flask, 13.78 g (0.101 mol) of 2,2-difluoro-1,3-dimethylimidazolidine (DFI), 10.25 g (0.0995 mol) of sodium bromide, and 126.5 g of acetonitrile were charged and reacted at 25° C. for 4 hours in a nitrogen atmosphere. The yield of 2-fluoro-1,3-dimethylimidazolinium=bromide was 99%.